From a dataset of the Open Reaction Database (ORD), a public repository of structured organic reaction records. describe an organic reaction: reactants, conditions, products, and yield The product is CCOC(=O)c1cc(O)ccc1N=C=S. RXN SMILES: [C:20](=[S:21])([Cl:22])[Cl:23].[Ca+2:1].[Cl:25][CH:26]([Cl:27])[Cl:28].[ClH:19].[NH2:6][c:7]1[c:8]([C:9](=[O:10])[O:11][CH2:12][CH3:13])[cH:14][c:15]([OH:18])[cH:16][cH:17]1.[O-:2][C:3](=[O:4])[O-:5].[OH2:24]>>[N:6]([c:7]1[c:8]([C:9](=[O:10])[O:11][CH2:12][CH3:13])[cH:14][c:15]([OH:18])[cH:16][cH:17]1)=[C:20]=[S:21]. The reactants are S=C(Cl)Cl, [Ca+2], ClC(Cl)Cl, Cl, CCOC(=O)c1cc(O)ccc1N, O=C([O-])[O-], O. The reactants are COC(C1=C(C=C(C=C1)O)F)=O (2-fluoro-4-hydroxy-benzoic acid methyl ester), ClCC1=CSC=C1 (3-chloromethyl-thiophene), N1[C@@H](CCC1)CN1CCCC1 ((S)(+)-1-(2-pyrrolidinylmethyl)pyrrolidine). The product is FC1=C(C=CC(=C1)OCC1=CSC=C1)C(=O)N1[C@@H](CCC1)CN1CCCC1 ([2-Fluoro-4-(thiophen-3-ylmethoxy)-phenyl]-(2-(S)-pyrrolidin-1-ylmethyl-pyrrolidin-1-yl)-methanone). Reaction SMILES: CO[C:3](=[O:12])[C:4]1[CH:9]=[CH:8][C:7]([OH:10])=[CH:6][C:5]=1[F:11].Cl[CH2:14][C:15]1[CH:19]=[CH:18][S:17][CH:16]=1.[NH:20]1[CH2:24][CH2:23][CH2:22][C@H:21]1[CH2:25][N:26]1[CH2:30][CH2:29][CH2:28][CH2:27]1>>[F:11][C:5]1[CH:6]=[C:7]([O:10][CH2:14][C:15]2[CH:19]=[CH:18][S:17][CH:16]=2)[CH:8]=[CH:9][C:4]=1[C:3]([N:20]1[CH2:24][CH2:23][CH2:22][C@H:21]1[CH2:25][N:26]1[CH2:30][CH2:29][CH2:28][CH2:27]1)=[O:12]. Procedure: The title compound is prepared in a manner substantially analogous to Procedures D and E using 2-fluoro-4-hydroxy-benzoic acid methyl ester [CAS 197507-22-5], 3-chloromethyl-thiophene [CAS 2746-23-8], and (S)(+)-1-(2-pyrrolidinylmethyl)pyrrolidine. MS (ES+) m/e 389.2